From a dataset of the Open Reaction Database (ORD), a public repository of structured organic reaction records. describe an organic reaction: reactants, conditions, products, and yield Reactants: C(C)(=O)O (acetic acid), C(C1=CC=CC=C1)OCC1SCC(OC1)N1C(=O)N=C(NC(C)=O)C=C1 (1-(5-Benzyloxymethyl-1,4-oxathian-2-yl)-N4 -acetylcytosine), resultant mixture, C[O-].[Na+] (sodium methoxide). Run in CO (methanol). Yields the product C(C1=CC=CC=C1)OCC1SCC(OC1)N1C(=O)N=C(N)C=C1 (1-(5-benzyloxymethyl-1,4-oxathian-2-yl]cytosine). Reaction SMILES: [CH2:1]([O:8][CH2:9][CH:10]1[CH2:15][O:14][CH:13]([N:16]2[CH:26]=[CH:25][C:20]([NH:21]C(=O)C)=[N:19][C:17]2=[O:18])[CH2:12][S:11]1)[C:2]1[CH:7]=[CH:6][CH:5]=[CH:4][CH:3]=1.C[O-].[Na+].C(O)(=O)C>CO>[CH2:1]([O:8][CH2:9][CH:10]1[CH2:15][O:14][CH:13]([N:16]2[CH:26]=[CH:25][C:20]([NH2:21])=[N:19][C:17]2=[O:18])[CH2:12][S:11]1)[C:2]1[CH:3]=[CH:4][CH:5]=[CH:6][CH:7]=1 |f:1.2|. Procedure: 1-(5-Benzyloxymethyl-1,4-oxathian-2-yl)-N4 -acetylcytosine (0.31 g) was dissolved in methanol (10 ml), and 0.43M sodium methoxide solution (1 ml) was added to the solution. The resultant mixture was stirred at room temperature for one hour to complete the reaction. The reaction mixture was neutralized with acetic acid, and the solvent was removed by evaporation under reduced pressure to obtain pale yellow solid. The reactants are CC1(C)OCC(CCl)O1, [K+], [K+], Cc1ccc(C(=O)NC2CC2)cc1-n1ncc(C(=O)c2cccc(O)c2)c1N, O=C([O-])[O-], CN(C)C=O. Yields the product Cc1ccc(C(=O)NC2CC2)cc1-n1ncc(C(=O)c2cccc(OCC3COC(C)(C)O3)c2)c1N. RXN SMILES: [Cl:29][CH2:30][CH:31]1[O:32][C:33]([CH3:36])([CH3:37])[O:34][CH2:35]1.[K+:38].[K+:39].[NH2:1][c:2]1[c:3]([C:20]([c:21]2[cH:22][c:23]([OH:27])[cH:24][cH:25][cH:26]2)=[O:28])[cH:4][n:5][n:6]1-[c:7]1[cH:8][c:9]([C:10](=[O:11])[NH:12][CH:13]2[CH2:14][CH2:15]2)[cH:16][cH:17][c:18]1[CH3:19].[O-:40][C:41]([O-:42])=[O:43].[O:44]=[CH:45][N:46]([CH3:47])[CH3:48]>>[NH2:1][c:2]1[c:3]([C:20]([c:21]2[cH:22][c:23]([O:27][CH2:30][CH:31]3[O:32][C:33]([CH3:36])([CH3:37])[O:34][CH2:35]3)[cH:24][cH:25][cH:26]2)=[O:28])[cH:4][n:5][n:6]1-[c:7]1[cH:8][c:9]([C:10](=[O:11])[NH:12][CH:13]2[CH2:14][CH2:15]2)[cH:16][cH:17][c:18]1[CH3:19]. Starting materials: C(C)(C)(C)S (tertiary-butyl mercaptan), C=CCCC=C (1,5-hexadiene). Yields the product C(C)(C)(C)SCCCCCCSC(C)(C)C (1,6-di-(tertiary-butylthio)-hexane). Reaction SMILES: [C:1]([SH:5])([CH3:4])([CH3:3])[CH3:2].[CH2:6]=[CH:7][CH2:8][CH2:9][CH:10]=[CH2:11]>>[C:1]([S:5][CH2:6][CH2:7][CH2:8][CH2:9][CH2:10][CH2:11][S:5][C:1]([CH3:4])([CH3:3])[CH3:2])([CH3:4])([CH3:3])[CH3:2]. Procedure: The addition of tertiary-butyl mercaptan to 1,5-hexadiene according to the reaction: The reactants are [OH-].[Na+] (sodium hydroxide), CC(C)OC=1C=C(C(=O)OC)C=C(C1)OCC1=CC=CC=C1 (methyl 3-[(1-methylethyl)oxy]-5-[(phenylmethyl)oxy]benzoate), C1CCOC1 (THF). Solvent: CO (methanol). Yields the product CC(C)OC=1C=C(C(=O)O)C=C(C1)OCC1=CC=CC=C1 (3-[(1-Methylethyl)oxy]-5-[(phenylmethyl)oxy]benzoic acid). Isolated yield 95.0%. As a reaction SMILES: [CH3:1][CH:2]([O:4][C:5]1[CH:6]=[C:7]([CH:12]=[C:13]([O:15][CH2:16][C:17]2[CH:22]=[CH:21][CH:20]=[CH:19][CH:18]=2)[CH:14]=1)[C:8]([O:10]C)=[O:9])[CH3:3].C1COCC1.[OH-].[Na+]>CO>[CH3:3][CH:2]([O:4][C:5]1[CH:6]=[C:7]([CH:12]=[C:13]([O:15][CH2:16][C:17]2[CH:18]=[CH:19][CH:20]=[CH:21][CH:22]=2)[CH:14]=1)[C:8]([OH:10])=[O:9])[CH3:1] |f:2.3|. Procedure: To a solution of methyl 3-[(1-methylethyl)oxy]-5-[(phenylmethyl)oxy]benzoate (37 g) in a 1:1 mixture of THF:methanol (300 mL) was added 4M sodium hydroxide solution (150 mL). The mixture was refluxed for 45 minutes, following which the organics were removed in vacuo. The aqueous was acidified to pH4 with hydrochloric acid (2M), and extracted with ethyl acetate. The organics were combined, washed with water and brine, dried (MgSO4) and concentrated in vacuo to give the desired compound (33.5 g), ... Reactants: C(C)OC(=O)C1=NOC2(C1CN(CC2)C(C)=O)N2CCCC2 (5-acetyl-7a-pyrrolidin-1-yl-3a,4,5,6,7,7a-hexahydro-isoxazolo[4,5-c]pyridine-3-carboxylic acid ethyl ester), FC(C(=O)O)(F)F (trifluoroacetic acid), O (water). Run in C(Cl)Cl (DCM). Yields the product C(C)OC(=O)C1=NOC2=C1CN(CC2)C(C)=O (5-acetyl-4,5,6,7-tetrahydro-isoxazolo[4,5-c]pyridine-3-carboxylic acid ethyl ester). As a reaction SMILES: [CH2:1]([O:3][C:4]([C:6]1[CH:10]2[CH2:11][N:12]([C:15](=[O:17])[CH3:16])[CH2:13][CH2:14][C:9]2(N2CCCC2)[O:8][N:7]=1)=[O:5])[CH3:2].FC(F)(F)C(O)=O.O>C(Cl)Cl>[CH2:1]([O:3][C:4]([C:6]1[C:10]2[CH2:11][N:12]([C:15](=[O:17])[CH3:16])[CH2:13][CH2:14][C:9]=2[O:8][N:7]=1)=[O:5])[CH3:2]. Reported procedure: A mixture of 18.0 g (58 mmol) of 5-acetyl-7a-pyrrolidin-1-yl-3a,4,5,6,7,7a-hexahydro-isoxazolo[4,5-c]pyridine-3-carboxylic acid ethyl ester (B) in 150 mL of DCM and 6.47 mL (87 mmol) of trifluoroacetic acid was heated to reflux for 8 h. After addition of 100 mL of water, the organic phase was dried over MgSO4 and the solvent removed under a vacuum. The remaining brown oil was purified by column chromatography (SiO2, EtOAc/EtOH 10:1). 12.5 g (90% of theoretical) of the desired product 5-acetyl-4,... Starting materials: CCN(C(C)C)C(C)C (DIPEA), [I-].C(#N)C[P+](C)(C)C ((Cyanomethyl)trimethylphosphonium iodide), S1C=NC2=C1C=C(C=C2)CO ((Benzothiazol-6-yl)-methanol), C1=NC(=S)C2=C(N1)N(C=N2)[C@H]3[C@@H]([C@@H]([C@H](O3)CO)O)O (6-mercaptopurine riboside). Run in CN(C)C=O (DMF), C(CC)#N (propionitrile), O (water). Conditions: temperature 90 celsius, time 8 hour. Product: S1C=NC2=C1C=C(C=C2)CSC2=C1N=CN(C1=NC=N2)[C@H]2[C@H](O)[C@H](O)[C@H](O2)CO (6-(Benzothiazol-6-yl)methylsulfanyl-9-(β-D-ribofuranosyl)purine). Reaction SMILES: [I-].C(C[P+](C)(C)C)#N.[S:9]1[C:13]2[CH:14]=[C:15]([CH2:18]O)[CH:16]=[CH:17][C:12]=2[N:11]=[CH:10]1.[CH:20]1[NH:26][C:25]2[N:27]([C@@H:30]3[O:34][C@H:33]([CH2:35][OH:36])[C@@H:32]([OH:37])[C@H:31]3[OH:38])[CH:28]=[N:29][C:24]=2[C:22](=[S:23])[N:21]=1.CCN(C(C)C)C(C)C>C(#N)CC.O.CN(C=O)C>[S:9]1[C:13]2[CH:14]=[C:15]([CH2:18][S:23][C:22]3[N:21]=[CH:20][N:26]=[C:25]4[C:24]=3[N:29]=[CH:28][N:27]4[C@@H:30]3[O:34][C@H:33]([CH2:35][OH:36])[C@@H:32]([OH:37])[C@H:31]3[OH:38])[CH:16]=[CH:17][C:12]=2[N:11]=[CH:10]1 |f:0.1|. Procedure details: (Cyanomethyl)trimethylphosphonium iodide (45 mg) was added to a mixture of 40 (Burger, A.; Sawhney, S. N. J. Med. Chem. 1968, 11, 270-273) (33 mg, 0.2 mmol), 6-mercaptopurine riboside (42 mg, 0.2 mmol) and DIPEA (0.04 ml) in 0.43 ml of propionitrile. The mixture was heated at 90° C. and few drops of DMF were added to obtain a clear solution. Stirring was continued overnight at 90° C. The mixture was cooled to room temperature, water was added and slowly a pale brown precipitate was formed. The s...